From a dataset of the Open Reaction Database (ORD), a public repository of structured organic reaction records. describe an organic reaction: reactants, conditions, products, and yield Solvent: C(C)O (ethanol), C(C)(=O)OCC (ethyl acetate), C(Cl)Cl (methylene chloride), hexanes. Yield: 787.2%. RXN SMILES: C([Si](C)(C)[O:6][CH2:7][CH2:8][N:9]1[CH:13]=[CH:12][C:11]([NH:14][C:15](=[O:33])[C@@H:16]([C:23]2[CH:28]=[CH:27][C:26]([S:29]([CH3:32])(=[O:31])=[O:30])=[CH:25][CH:24]=2)[CH2:17][CH:18]2[CH2:22][CH2:21][CH2:20][CH2:19]2)=[N:10]1)(C)(C)C.Cl>C(O)C.C(OCC)(=O)C.C(Cl)Cl>[CH:18]1([CH2:17][C@H:16]([C:23]2[CH:28]=[CH:27][C:26]([S:29]([CH3:32])(=[O:31])=[O:30])=[CH:25][CH:24]=2)[C:15]([NH:14][C:11]2[CH:12]=[CH:13][N:9]([CH2:8][CH2:7][OH:6])[N:10]=2)=[O:33])[CH2:22][CH2:21][CH2:20][CH2:19]1. Product: C1(CCCC1)C[C@@H](C(=O)NC1=NN(C=C1)CCO)C1=CC=C(C=C1)S(=O)(=O)C (3-cyclopentyl-N-[1-(2-hydroxy-ethyl)-1H-pyrazol-3-yl]-2-(R)-(4-methanesulfonyl-phenyl)-propionamide). Reactants: C(C)(C)(C)[Si](OCCN1N=C(C=C1)NC([C@H](CC1CCCC1)C1=CC=C(C=C1)S(=O)(=O)C)=O)(C)C (N-{1-[2-(tert-Butyl-dimethyl-silanyloxy)-ethyl]-1H-pyrazol-3-yl}-3-cyclopentyl-2-(R)-(4-methanesulfonyl-phenyl)-propionamide), Cl (hydrochloric acid). Run at temperature 25 celsius, time 90 minute. Procedure details: N-{1-[2-(tert-Butyl-dimethyl-silanyloxy)-ethyl]-1H-pyrazol-3-yl}-3-cyclopentyl-2-(R)-(4-methanesulfonyl-phenyl)-propionamide (135 mg, 0.26 mmol) was dissolved in ethanol (5 mL) and concentrated aqueous hydrochloric acid (100 μL) was added. The reaction stirred at 25° C. for 90 min. The reaction was diluted with ethyl acetate (50 mL), washed with water (20 mL), saturated aqueous brine solution (20 mL), dried over magnesium sulfate and concentrated in vacuo to give a beige foam. The foam was disso... Reactants: C(C)(C)(C)OC(=O)NCC1=C(C=CC(=C1)Cl)O (N-t-butoxycarbonyl-2-hydroxy-5-chloro-benzylamine), C(=O)([O-])[O-].[Cs+].[Cs+] (Cs2CO3), C(C)OC(CBr)=O (ethylbromoacetate). Solvent: CN(C)C=O (DMF). Run at time 2 hour. Product: C(C)OC(COC1=C(C=C(C=C1)Cl)CNC(=O)OC(C)(C)C)=O (Ethyl-2-t-Butoxycarbonylaminomethyl-4-Chlorophenoxyacetate). Reaction SMILES: [C:1]([O:5][C:6]([NH:8][CH2:9][C:10]1[CH:15]=[C:14]([Cl:16])[CH:13]=[CH:12][C:11]=1[OH:17])=[O:7])([CH3:4])([CH3:3])[CH3:2].C([O-])([O-])=O.[Cs+].[Cs+].[CH2:24]([O:26][C:27](=[O:30])[CH2:28]Br)[CH3:25]>CN(C=O)C>[CH2:24]([O:26][C:27](=[O:30])[CH2:28][O:17][C:11]1[CH:12]=[CH:13][C:14]([Cl:16])=[CH:15][C:10]=1[CH2:9][NH:8][C:6]([O:5][C:1]([CH3:4])([CH3:2])[CH3:3])=[O:7])[CH3:25] |f:1.2.3|. Procedure: A mixture of N-t-butoxycarbonyl-2-hydroxy-5-chloro-benzylamine (730 mg, 2.83 mmol), Cs2CO3 (923 mg, 2.83 mmol) and ethylbromoacetate (0.314 ml, 2.83 mmol) in DMF (5 ml) was stirred for 2 h. The crude reaction mixture was partitioned between ethyl acetate and water and the organic layer was washed with brine, dried (Na2SO4) and evaporated in vacuo to an oil which was used for the next step. The reactants are O=S(=O)(c1cccc(CCCCOCCCCCCBr)c1)C1CCCC1, O=c1ccc2c(C(O)CNCc3ccccc3)ccc(OCc3ccccc3)c2[nH]1, CC#N, O. Yields the product O=c1ccc2c(C(O)CN(CCCCCCOCCCCc3cccc(S(=O)(=O)C4CCCC4)c3)Cc3ccccc3)ccc(OCc3ccccc3)c2[nH]1. Reaction SMILES: [Br:31][CH2:32][CH2:33][CH2:34][CH2:35][CH2:36][CH2:37][O:38][CH2:39][CH2:40][CH2:41][CH2:42][c:43]1[cH:44][c:45]([S:49](=[O:50])(=[O:51])[CH:52]2[CH2:53][CH2:54][CH2:55][CH2:56]2)[cH:46][cH:47][cH:48]1.[CH2:1]([c:2]1[cH:3][cH:4][cH:5][cH:6][cH:7]1)[NH:8][CH2:9][CH:10]([OH:11])[c:12]1[c:13]2[cH:14][cH:15][c:16](=[O:30])[nH:17][c:18]2[c:19]([O:22][CH2:23][c:24]2[cH:25][cH:26][cH:27][cH:28][cH:29]2)[cH:20][cH:21]1.[CH3:57][C:58]#[N:59].[OH2:60]>>[CH2:1]([c:2]1[cH:3][cH:4][cH:5][cH:6][cH:7]1)[N:8]([CH2:9][CH:10]([OH:11])[c:12]1[c:13]2[cH:14][cH:15][c:16](=[O:30])[nH:17][c:18]2[c:19]([O:22][CH2:23][c:24]2[cH:25][cH:26][cH:27][cH:28][cH:29]2)[cH:20][cH:21]1)[CH2:32][CH2:33][CH2:34][CH2:35][CH2:36][CH2:37][O:38][CH2:39][CH2:40][CH2:41][CH2:42][c:43]1[cH:44][c:45]([S:49](=[O:50])(=[O:51])[CH:52]2[CH2:53][CH2:54][CH2:55][CH2:56]2)[cH:46][cH:47][cH:48]1. The reactants are C(C)(C)(C)OC(=O)N[C@@H]1CN(C[C@@H]([C@H]1O[Si](C)(C)C(C)(C)C)C)C1=C(C=NC=C1)NC(=O)C1=NC2=CC(=CC=C2C=C1NC(OCC1=CC=CC=C1)=O)N1CCOCC1 (benzyl [2-({[4-((3R,4R,5S)-3-[(tert-butoxycarbonyl)amino]-4-{[tert-butyl(dimethyl)silyl]oxy}-5-methylpiperidin-1-yl)pyridin-3-yl]amino}carbonyl)-7-morpholin-4-ylquinolin-3-yl]carbamate), [H][H] (hydrogen). The reagents and catalysts are [Pd] (Pd on carbon). The solvent is CO (MeOH), CO (MeOH). Yields the product NC=1C(=NC2=CC(=CC=C2C1)N1CCOCC1)C(=O)NC=1C=NC=CC1N1C[C@H]([C@@H]([C@H](C1)C)O)N (3-Amino-N-{4-[(3R,4R,5S)-3-amino-4-hydroxy-5-methylpiperidin-1-yl]pyridin-3-yl}-7-morpholin-4-ylquinoline-2-carboxamide). RXN SMILES: C(OC([NH:8][C@H:9]1[C@H:14]([O:15][Si](C(C)(C)C)(C)C)[C@@H:13]([CH3:23])[CH2:12][N:11]([C:24]2[CH:29]=[CH:28][N:27]=[CH:26][C:25]=2[NH:30][C:31]([C:33]2[C:42]([NH:43]C(=O)OCC3C=CC=CC=3)=[CH:41][C:40]3[C:35](=[CH:36][C:37]([N:54]4[CH2:59][CH2:58][O:57][CH2:56][CH2:55]4)=[CH:38][CH:39]=3)[N:34]=2)=[O:32])[CH2:10]1)=O)(C)(C)C.[H][H]>CO.[Pd]>[NH2:43][C:42]1[C:33]([C:31]([NH:30][C:25]2[CH:26]=[N:27][CH:28]=[CH:29][C:24]=2[N:11]2[CH2:12][C@H:13]([CH3:23])[C@@H:14]([OH:15])[C@H:9]([NH2:8])[CH2:10]2)=[O:32])=[N:34][C:35]2[C:40]([CH:41]=1)=[CH:39][CH:38]=[C:37]([N:54]1[CH2:55][CH2:56][O:57][CH2:58][CH2:59]1)[CH:36]=2. Reported procedure: A mixture of benzyl [2-({[4-((3R,4R,5S)-3-[(tert-butoxycarbonyl)amino]-4-{[tert-butyl(dimethyl)silyl]oxy}-5-methylpiperidin-1-yl)pyridin-3-yl]amino}carbonyl)-7-morpholin-4-ylquinolin-3-yl]carbamate (0.0035 g, 0.0042 mmol) in 3 mL of MeOH was hydrogenated under a balloon of hydrogen, in the presence of 3 mg of 10% Pd on carbon, at room temperature for 1 h. The reaction mixture was diluted with 5 mL of MeOH then filtered. The filtrate was concentrated under reduced pressure. The resulting residue ... The reactants are O (Water), C(C1=CC=CC=C1)OC=1C=CC(=C2C=CN(C12)S(=O)(=O)C)C=C (7-benzyloxy-1-methanesulfonyl-4-vinyl-1H-indole), C(C1=CC=CC=C1)OC=1C=CC(=C2C=CN(C12)S(=O)(=O)C)C=C (7-benzyloxy-1-methanesulfonyl-4-vinyl-1H-indole), N1=C(C=CC=C1C)C (lutidine), I(=O)(=O)(=O)[O-].[Na+] (sodium metaperiodate). Reagents/catalysts: [Os](=O)(=O)(=O)=O (osmium tetroxide). Run in O1CCOCC1 (dioxane). Conditions: time 1 hour. The product is C(C1=CC=CC=C1)OC1=CC=C(C=2C=CN(C12)S(=O)(=O)C)C=O (7-(Benzyloxy)-1-(methylsulfonyl)-1H-indole-4-carbaldehyde). RXN SMILES: [CH2:1]([O:8][C:9]1[CH:10]=[CH:11][C:12]([CH:22]=C)=[C:13]2[C:17]=1[N:16]([S:18]([CH3:21])(=[O:20])=[O:19])[CH:15]=[CH:14]2)[C:2]1[CH:7]=[CH:6][CH:5]=[CH:4][CH:3]=1.N1C(C)=CC=CC=1C.I([O-])(=O)(=O)=[O:33].[Na+].O>O1CCOCC1.[Os](=O)(=O)(=O)=O>[CH2:1]([O:8][C:9]1[C:17]2[N:16]([S:18]([CH3:21])(=[O:20])=[O:19])[CH:15]=[CH:14][C:13]=2[C:12]([CH:22]=[O:33])=[CH:11][CH:10]=1)[C:2]1[CH:7]=[CH:6][CH:5]=[CH:4][CH:3]=1 |f:2.3|. Procedure details: To a solution of 7-benzyloxy-1-methanesulfonyl-4-vinyl-1H-indole (1.3 g, 3.9 mmol; Intermediate 84) in dioxane (25 ml), lutidine (900 μl, 7.9 mmol), sodium metaperiodate (3.37 g, 15.8 mmol) (in water (10 ml)) and osmium tetroxide (100 mg, 0.1 mmol) was added (in that order). A precipitate was almost immediately formed, and the mixture was stirred for 1 h at room temperature. Water was added. The precipitate was filtered off, and washed with water. The solid material was extracted with acetonitri... Reactants: C1(=CC=CC2=CC=CC=C12)C=O (1-Naphthaldehyde), CC(=O)C (acetone), [OH-].[Na+] (sodium hydroxide), O (water). Run in C(C)O (ethanol). Reaction conditions: time 15 minute. The product is C1(=CC=CC2=CC=CC=C12)C=CC(C=CC1=CC=CC2=CC=CC=C12)=O (1,5-Bis(1-naphthyl)-1,4-pentadien-3-one). Isolated yield 37.7%. As a reaction SMILES: [C:1]1([CH:11]=O)[C:10]2[C:5](=[CH:6][CH:7]=[CH:8][CH:9]=2)[CH:4]=[CH:3][CH:2]=1.[CH3:13][C:14]([CH3:16])=[O:15].[OH-].[Na+].O>C(O)C>[C:1]1([CH:11]=[CH:13][C:14](=[O:15])[CH:16]=[CH:11][C:1]2[C:10]3[C:5](=[CH:6][CH:7]=[CH:8][CH:9]=3)[CH:4]=[CH:3][CH:2]=2)[C:10]2[C:5](=[CH:6][CH:7]=[CH:8][CH:9]=2)[CH:4]=[CH:3][CH:2]=1 |f:2.3|. Procedure details: 1-Naphthaldehyde (22, 1.36 ml, 10.0 mmol) and acetone (19, 0.37 ml, 5.0 mmol) were combined in ethanol (10 ml) and stirred for 15 min at room temperature. A solution of sodium hydroxide (0.40 g, 10.0 mmol) and water (10 ml) was added and the mixture stirred for 18 hr at room temperature. The resulting mixture was extracted into ethyl acetate, washed with saturated sodium chloride, filtered and evaporated to afford a solid. The crude solid was recrystallized from ethyl acetate to give 0.63 g (38%...